From a dataset of the Open Reaction Database (ORD), a public repository of structured organic reaction records. describe an organic reaction: reactants, conditions, products, and yield Isolated yield 99.5%. Conditions: time 8 hour. Product: C(C)C1=CC(=C(C(=O)OC)C=C1CC1=CC=C(C=C1)C1=NN(C=C1)C)C=O (methyl 4-ethyl-2-formyl-5-(4-(1-methyl-1H-pyrazol-3-yl)benzyl)benzoate). Reagents/catalysts: [Os]=O (osmium oxide), [Os]=O (osmium oxide). Solvent: CC(=O)C (acetone). Procedure details: A mixture of methyl 4-ethyl-5-(4-(1-methyl-1H-pyrazol-3-yl)benzyl)-2-vinylbenzoate (0.21 g), osmium oxide (fixed catalyst I) (0.08 g) and sodium periodate (0.64 g) in acetone (4.00 mL)-acetonitrile (4.00 mL)-water (4.00 mL) was stirred overnight at room temperature. The insoluble substance was removed by filtration, the filtrate was diluted with ethyl acetate, and the mixture was washed with saturated brine. The organic layer was dried over anhydrous sodium sulfate, and the solvent was evaporate... Reaction SMILES: [CH2:1]([C:3]1[C:12]([CH2:13][C:14]2[CH:19]=[CH:18][C:17]([C:20]3[CH:24]=[CH:23][N:22]([CH3:25])[N:21]=3)=[CH:16][CH:15]=2)=[CH:11][C:6]([C:7]([O:9][CH3:10])=[O:8])=[C:5]([CH:26]=C)[CH:4]=1)[CH3:2].I([O-])(=O)(=O)=[O:29].[Na+].C(#N)C.O>[Os]=O.CC(C)=O>[CH2:1]([C:3]1[C:12]([CH2:13][C:14]2[CH:19]=[CH:18][C:17]([C:20]3[CH:24]=[CH:23][N:22]([CH3:25])[N:21]=3)=[CH:16][CH:15]=2)=[CH:11][C:6]([C:7]([O:9][CH3:10])=[O:8])=[C:5]([CH:26]=[O:29])[CH:4]=1)[CH3:2] |f:1.2|. Reactants: C(C)C1=CC(=C(C(=O)OC)C=C1CC1=CC=C(C=C1)C1=NN(C=C1)C)C=C (methyl 4-ethyl-5-(4-(1-methyl-1H-pyrazol-3-yl)benzyl)-2-vinylbenzoate), I(=O)(=O)(=O)[O-].[Na+] (sodium periodate), C(C)#N (acetonitrile), O (water). The reactants are COC1=C(CN(C(OC(C)(C)C)=O)C2=NC(=CC3=C2N=CN3C)N=C(C3=CC=CC=C3)C3=CC=CC=C3)C=CC(=C1)OC (tert-butyl 2,4-dimethoxybenzyl(6-(diphenylmethyleneamino)-1-methyl-1H-imidazo[4,5-c]pyridin-4-yl)carbamate), Cl (HCl). Run at time 2 minute. The solvent is C1CCOC1 (THF). The yield is 100.0%. Reaction SMILES: [CH3:1][O:2][C:3]1[CH:41]=[C:40]([O:42][CH3:43])[CH:39]=[CH:38][C:4]=1[CH2:5][N:6]([C:14]1[C:19]2[N:20]=[CH:21][N:22]([CH3:23])[C:18]=2[CH:17]=[C:16]([N:24]=C(C2C=CC=CC=2)C2C=CC=CC=2)[N:15]=1)[C:7](=[O:13])[O:8][C:9]([CH3:12])([CH3:11])[CH3:10].Cl>C1COCC1>[NH2:24][C:16]1[N:15]=[C:14]([N:6]([CH2:5][C:4]2[CH:38]=[CH:39][C:40]([O:42][CH3:43])=[CH:41][C:3]=2[O:2][CH3:1])[C:7](=[O:13])[O:8][C:9]([CH3:10])([CH3:11])[CH3:12])[C:19]2[N:20]=[CH:21][N:22]([CH3:23])[C:18]=2[CH:17]=1. Reported procedure: In a 1000 mL round bottom flask, tert-butyl 2,4-dimethoxybenzyl(6-(diphenylmethyleneamino)-1-methyl-1H-imidazo[4,5-c]pyridin-4-yl)carbamate (example 1C, 9.2 g, 15.93 mmol) was stirred in THF (50 mL). 1 N HCl (33 mL) was added. After 2 min, the reaction was quenched with 1 N NaOH (65 mL) and ethyl acetate (100 mL). The organic layer was separated, dried over anhydrous sodium sulfate, filtered and concentrated in vacuo. The residue was dried under vacuum for 1 h and triturated with ether (4×). Iso... Yields the product NC1=CC2=C(C(=N1)N(C(OC(C)(C)C)=O)CC1=C(C=C(C=C1)OC)OC)N=CN2C (tert-butyl 6-amino-1-methyl-1H-imidazo[4,5-c]pyridin-4-yl(2,4-dimethoxybenzyl)carbamate). Reported procedure: To a solution of 3-chloro-4-(trifluoromethyl)phenol (Preparation 16, 100 mg, 0.470 mmol) in DMSO (1 mL) was added potassium carbonate (0.84 mg, 0.611 mmol) and the mixture stirred for 5 minutes. 4-methylphenyl-5-chloro-2,4-difluorobenzoate (Preparation 10, 0.133 mg, 0.470 mmol) was then added and the reaction stirred under nitrogen for 3 hours. The reaction was quenched by the addition of water (2 mL) and ethyl acetate (3 ml). The organic layer was separated, dried over magnesium sulfate and con... Product: ClC=1C(=CC(=C(C(=O)OC2=CC=C(C=C2)C)C1)F)OC1=CC(=C(C=C1)C(F)(F)F)Cl (4-methylphenyl 5-chloro-4-[3-chloro-4-(trifluoromethyl)phenoxy]-2-fluorobenzoate). Reactants: ClC=1C=C(C=CC1C(F)(F)F)O (3-chloro-4-(trifluoromethyl)phenol), C([O-])([O-])=O.[K+].[K+] (potassium carbonate), CC1=CC=C(C=C1)C=1C(=C(C(=O)[O-])C=C(C1F)Cl)F (4-methylphenyl-5-chloro-2,4-difluorobenzoate). Run at time 5 minute. RXN SMILES: [Cl:1][C:2]1[CH:3]=[C:4]([OH:12])[CH:5]=[CH:6][C:7]=1[C:8]([F:11])([F:10])[F:9].C(=O)([O-])[O-].[K+].[K+].CC1C=CC([C:26]2[C:27]([F:37])=[C:28]([CH:32]=[C:33]([Cl:36])[C:34]=2F)[C:29]([O-:31])=[O:30])=CC=1>CS(C)=O>[Cl:36][C:33]1[C:34]([O:12][C:4]2[CH:5]=[CH:6][C:7]([C:8]([F:10])([F:11])[F:9])=[C:2]([Cl:1])[CH:3]=2)=[CH:26][C:27]([F:37])=[C:28]([CH:32]=1)[C:29]([O:31][C:4]1[CH:5]=[CH:6][C:7]([CH3:8])=[CH:2][CH:3]=1)=[O:30] |f:1.2.3|. The yield is 92.7%. Run in CS(=O)C (DMSO). The reactants are FC1=C(C(=C(C=C1)[C@@H](C[C@@](C=O)(C(F)(F)F)O)CC)OC)C ((2R,4R)-4-(4-fluoro-2-methoxy-3-methylphenyl)-2-hydroxy-2-(trifluoromethyl)hexanal), NC1=C2C=CC(NC2=CC(=C1)F)=O (5-amino-7-fluoroquinolin-2(1H)-one). Reagents/catalysts: CC(C)([O-])C.[Ti+4].CC(C)([O-])C.CC(C)([O-])C.CC(C)([O-])C (titanium tert-butoxide). Yields the product FC1=CC(=C2C=CC(NC2=C1)=O)N=C[C@](C[C@@H](CC)C1=C(C(=C(C=C1)F)C)OC)(C(F)(F)F)O (7-fluoro-5-{[(2R,4R)-4-(4-fluoro-2-methoxy-3-methylphenyl)-2-hydroxy-2-(trifluoromethyl)hexylidene]-amino}quinolin-2(1H)-one). RXN SMILES: [F:1][C:2]1[CH:7]=[CH:6][C:5]([C@H:8]([CH2:18][CH3:19])[CH2:9][C@:10]([OH:17])([C:13]([F:16])([F:15])[F:14])[CH:11]=O)=[C:4]([O:20][CH3:21])[C:3]=1[CH3:22].[NH2:23][C:24]1[CH:33]=[C:32]([F:34])[CH:31]=[C:30]2[C:25]=1[CH:26]=[CH:27][C:28](=[O:35])[NH:29]2>CC(C)([O-])C.[Ti+4].CC(C)([O-])C.CC(C)([O-])C.CC(C)([O-])C>[F:34][C:32]1[CH:31]=[C:30]2[C:25]([CH:26]=[CH:27][C:28](=[O:35])[NH:29]2)=[C:24]([N:23]=[CH:11][C@@:10]([OH:17])([C:13]([F:14])([F:16])[F:15])[CH2:9][C@H:8]([C:5]2[CH:6]=[CH:7][C:2]([F:1])=[C:3]([CH3:22])[C:4]=2[O:20][CH3:21])[CH2:18][CH3:19])[CH:33]=1 |f:2.3.4.5.6|. Procedure details: In the same way as in Example 130, 271 mg (0.51 mmol) of (2R,4R)-4-(4-fluoro-2-methoxy-3-methylphenyl)-2-hydroxy-2-(trifluoromethyl)hexanal, 90 mg (0.51 mmol) of 5-amino-7-fluoroquinolin-2(1H)-one and 0.32 ml (1.02 mmol) of titanium tert-butoxide are reacted to give 7-fluoro-5-{[(2R,4R)-4-(4-fluoro-2-methoxy-3-methylphenyl)-2-hydroxy-2-(trifluoromethyl)hexylidene]-amino}quinolin-2(1H)-one. 320 mg of crude imine are cyclized in the same way as in Example 130 at −30° C. with 4.1 ml (4.1 mmol) of 1... The reactants are N (ammonia), liquid, N (ammonia), CC(C)([O-])C.[K+] (potassium t-butoxide), ClC1=C(C(=CC(=C1)[N+](=O)[O-])[N+](=O)[O-])Cl (1,2-dichloro-3,5-dinitrobenzene), C(C)(C)(C)OO (t-butyl hydroperoxide). Run in CN1C(CCC1)=O (N-methylpyrrolidinone). Reaction conditions: temperature -33 celsius. Product: ClC1=C(C(=CC(=C1Cl)[N+](=O)[O-])[N+](=O)[O-])O (2,3-dichloro-4,6-dinitrophenol). As a reaction SMILES: N.CC(C)([O-:5])C.[K+].[Cl:8][C:9]1[CH:14]=[C:13]([N+:15]([O-:17])=[O:16])[CH:12]=[C:11]([N+:18]([O-:20])=[O:19])[C:10]=1[Cl:21].C(OO)(C)(C)C>CN1CCCC1=O>[Cl:8][C:9]1[C:10]([Cl:21])=[C:11]([N+:18]([O-:20])=[O:19])[CH:12]=[C:13]([N+:15]([O-:17])=[O:16])[C:14]=1[OH:5] |f:1.2|. Reported procedure: A 100 mL round-bottomed flask with stir bar is charged with 10 milliliters (mL) of liquid ammonia and 5.6 grams (g) (0.050 mol) of potassium t-butoxide. The resulting mixture is refluxed at -33° C. under a dry ice/acetone condenser and a nitrogen atmosphere. A solution of 2.4 g (0.010 mol) 1,2-dichloro-3,5-dinitrobenzene and 1.1 g (1.1 eq.) of 90% t-butyl hydroperoxide in 30 mL of N-methylpyrrolidinone is added dropwise over approximately 1 hour to the agitated refluxing liquid ammonia reaction ...